This data is from the Open Reaction Database (ORD), a public repository of structured organic reaction records. The task is: describe an organic reaction: reactants, conditions, products, and yield Reactants: CO, CCCN(C)c1cc(C(=O)OC)cc(S(C)(=O)=O)n1, Cl, [Na+], [OH-]. Product: CCCN(C)c1cc(C(=O)O)cc(S(C)(=O)=O)n1. RXN SMILES: [CH3:23][OH:24].[CH3:3][O:4][C:5]([c:6]1[cH:7][c:8]([S:17](=[O:18])(=[O:19])[CH3:20])[n:9][c:10]([N:12]([CH2:13][CH2:14][CH3:15])[CH3:16])[cH:11]1)=[O:21].[ClH:22].[Na+:2].[OH-:1]>>[O:4]=[C:5]([c:6]1[cH:7][c:8]([S:17](=[O:18])(=[O:19])[CH3:20])[n:9][c:10]([N:12]([CH2:13][CH2:14][CH3:15])[CH3:16])[cH:11]1)[OH:21].